From a dataset of the Open Reaction Database (ORD), a public repository of structured organic reaction records. describe an organic reaction: reactants, conditions, products, and yield Reported procedure: In a manner analogous to the method described in example 3, rac-(4S*,5R*)-2-(2-tert-butyl-4-ethoxy-pyrimidin-5-yl)-4,5-bis-(4-chloro-phenyl)-4,5-dimethyl-4,5-dihydro-imidazole-1-carbonyl chloride was reacted with piperazine-1-carboxylic acid dimethylamide (Oakwood) to give the title compound. HR-MS (ES, m/z) calculated for C35H44N7O3Cl2 [(M+H)+] 680.2877, observed 680.288. RXN SMILES: [C:1]([C:5]1[N:10]=[C:9]([O:11][CH2:12][CH3:13])[C:8]([C:14]2[N:15]([C:35](Cl)=[O:36])[C:16]([C:28]3[CH:33]=[CH:32][C:31]([Cl:34])=[CH:30][CH:29]=3)([CH3:27])[C:17]([C:20]3[CH:25]=[CH:24][C:23]([Cl:26])=[CH:22][CH:21]=3)([CH3:19])[N:18]=2)=[CH:7][N:6]=1)([CH3:4])([CH3:3])[CH3:2].[CH3:38][N:39]([CH3:48])[C:40]([N:42]1[CH2:47][CH2:46][NH:45][CH2:44][CH2:43]1)=[O:41]>>[CH3:38][N:39]([CH3:48])[C:40]([N:42]1[CH2:43][CH2:44][N:45]([C:35]([N:15]2[C:16]([C:28]3[CH:33]=[CH:32][C:31]([Cl:34])=[CH:30][CH:29]=3)([CH3:27])[C:17]([C:20]3[CH:25]=[CH:24][C:23]([Cl:26])=[CH:22][CH:21]=3)([CH3:19])[N:18]=[C:14]2[C:8]2[C:9]([O:11][CH2:12][CH3:13])=[N:10][C:5]([C:1]([CH3:2])([CH3:4])[CH3:3])=[N:6][CH:7]=2)=[O:36])[CH2:46][CH2:47]1)=[O:41]. Starting materials: C(C)(C)(C)C1=NC=C(C(=N1)OCC)C=1N(C(C(N1)(C)C1=CC=C(C=C1)Cl)(C)C1=CC=C(C=C1)Cl)C(=O)Cl (rac-(4S*,5R*)-2-(2-tert-butyl-4-ethoxy-pyrimidin-5-yl)-4,5-bis-(4-chloro-phenyl)-4,5-dimethyl-4,5-dihydro-imidazole-1-carbonyl chloride), CN(C(=O)N1CCNCC1)C (piperazine-1-carboxylic acid dimethylamide). Yields the product CN(C(=O)N1CCN(CC1)C(=O)N1C(=NC(C1(C)C1=CC=C(C=C1)Cl)(C)C1=CC=C(C=C1)Cl)C=1C(=NC(=NC1)C(C)(C)C)OCC)C (4-[2-(2-tert-Butyl-4-ethoxy-pyrimidin-5-yl)-4,5-bis-(4-chloro-phenyl)-4,5-dimethyl-4,5-dihydro-imidazole-1-carbonyl]-piperazine-1-carboxylic acid dimethylamide). Reactants: ( 4.5 ), BrCCC(=O)Cl (3-bromopropionyl chloride), C1(=CC=CC=C1)C1CNCO1 (5-phenyl oxazolidine), C1=CC=CC=C1 (benzene). The solvent is C(C)N(CC)CC (triethylamine). Conditions: time 30 minute. Product: BrCCC(=O)N1COC(C1)C1=CC=CC=C1 (3(3-bromopropionyl)5-phenyl oxazolidine). RXN SMILES: [C:1]1([CH:7]2[O:11][CH2:10][NH:9][CH2:8]2)[CH:6]=[CH:5][CH:4]=[CH:3][CH:2]=1.C1C=CC=CC=1.[Br:18][CH2:19][CH2:20][C:21](Cl)=[O:22]>C(N(CC)CC)C>[Br:18][CH2:19][CH2:20][C:21]([N:9]1[CH2:8][CH:7]([C:1]2[CH:2]=[CH:3][CH:4]=[CH:5][CH:6]=2)[O:11][CH2:10]1)=[O:22]. Procedure details: Four and five tenths (4.5) grams of 5-phenyl oxazolidine contained in 44.7 g. of benzene solution was mixed with 3.1 g. of triethylamine and stirred in a room temperature water bath, while 5.2 g. of 3-bromopropionyl chloride was added dropwise. After standing for about 30 minutes, the solution was washed with water, separated, dried over magnesium sulfate and the solvent stripped under vacuum. There was obtained a yield of 6 g. of an oil, the title compound, ND30 =1.5591. The reactants are CC(=O)[O-], O=N[O-], Nc1nc[nH]n1, [Na+], [Na+], [Na+], [OH-], O, O=S(=O)(O)O, Sc1ccccc1. The product is c1ccc(Sc2nc[nH]n2)cc1. Reaction SMILES: [CH3:12][C:13](=[O:14])[O-:15].[N:7]([O-:8])=[O:9].[NH2:1][c:2]1[n:3][nH:4][cH:5][n:6]1.[Na+:10].[Na+:11].[Na+:24].[OH-:23].[OH2:30].[S:25](=[O:26])(=[O:27])([OH:28])[OH:29].[SH:16][c:17]1[cH:18][cH:19][cH:20][cH:21][cH:22]1>>[c:2]1([S:16][c:17]2[cH:18][cH:19][cH:20][cH:21][cH:22]2)[n:3][nH:4][cH:5][n:6]1. Reaction SMILES: [CH2:32]([Cl:33])[Cl:34].[CH3:1][N:2]([S:3](=[O:4])(=[O:5])[c:6]1[c:7]([S:12](=[O:13])(=[O:14])[N:15]=[C:16]=[O:17])[cH:8][cH:9][cH:10][cH:11]1)[CH3:18].[NH2:19][c:20]1[n:21][c:22]([O:27][C:28]([F:29])([F:30])[F:31])[cH:23][c:24]([F:26])[n:25]1>>[CH3:1][N:2]([S:3](=[O:4])(=[O:5])[c:6]1[c:7]([S:12](=[O:13])(=[O:14])[NH:15][C:16](=[O:17])[NH:19][c:20]2[n:21][c:22]([O:27][C:28]([F:29])([F:30])[F:31])[cH:23][c:24]([F:26])[n:25]2)[cH:8][cH:9][cH:10][cH:11]1)[CH3:18]. The reactants are ClCCl, CN(C)S(=O)(=O)c1ccccc1S(=O)(=O)N=C=O, Nc1nc(F)cc(OC(F)(F)F)n1. Product: CN(C)S(=O)(=O)c1ccccc1S(=O)(=O)NC(=O)Nc1nc(F)cc(OC(F)(F)F)n1. Reactants: ClC=1C2=C(N=CN1)N(C=C2I)[C@@H]2CC[C@@H](CC2)N2CCN(CC2)C (cis-4-chloro-5-iodo-7-[4-(4-methylpiperazino)cyclohexyl]-7H-pyrrolo[2,3-d]pyrimidine), C1(=CC=CC=C1)NC(CC1=CC=C(C=C1)B1OC(C(O1)(C)C)(C)C)=O (N1-phenyl -2-[4-(4,4,5,5-tetramethyl-1,3,2-dioxaborolan-2-yl)phenyl]acetamide), tetrakis(triphenyl-phosphine)palladium, O.C([O-])([O-])=O.[Na+].[Na+] (sodium carbonate monohydrate). The solvent is COCCOC (ethylene glycol dimethyl ether), O (water). Conditions: temperature 85 celsius. The product is C1(=CC=CC=C1)NC(CC1=CC=C(C=C1)C1=CN(C=2N=CN=C(C21)Cl)C2CCC(CC2)N2CCN(CC2)C)=O (N1-phenyl-2-(4-{4-chloro-7-[4-(4-methylpiperazino)cyclohexyl]-7H-pyrrolo[2,3-d]pyrimidine-5-yl}phenyl)acetamide). Isolated yield 62.5%. Reaction SMILES: [Cl:1][C:2]1[C:3]2[C:10](I)=[CH:9][N:8]([C@H:12]3[CH2:17][CH2:16][C@@H:15]([N:18]4[CH2:23][CH2:22][N:21]([CH3:24])[CH2:20][CH2:19]4)[CH2:14][CH2:13]3)[C:4]=2[N:5]=[CH:6][N:7]=1.[C:25]1([NH:31][C:32](=[O:49])[CH2:33][C:34]2[CH:39]=[CH:38][C:37](B3OC(C)(C)C(C)(C)O3)=[CH:36][CH:35]=2)[CH:30]=[CH:29][CH:28]=[CH:27][CH:26]=1.O.C(=O)([O-])[O-].[Na+].[Na+]>COCCOC.O>[C:25]1([NH:31][C:32](=[O:49])[CH2:33][C:34]2[CH:39]=[CH:38][C:37]([C:10]3[C:3]4[C:2]([Cl:1])=[N:7][CH:6]=[N:5][C:4]=4[N:8]([CH:12]4[CH2:17][CH2:16][CH:15]([N:18]5[CH2:23][CH2:22][N:21]([CH3:24])[CH2:20][CH2:19]5)[CH2:14][CH2:13]4)[CH:9]=3)=[CH:36][CH:35]=2)[CH:26]=[CH:27][CH:28]=[CH:29][CH:30]=1 |f:2.3.4.5|. Procedure: A mixture of cis-4-chloro-5-iodo-7-[4-(4-methylpiperazino)cyclohexyl]-7H-pyrrolo[2,3-d]pyrimidine (1.0 g, 2.18 mmol), N1-phenyl -2-[4-(4,4,5,5-tetramethyl-1,3,2-dioxaborolan-2-yl)phenyl]acetamide (0.81 g, 2.40 mmol), tetrakis(triphenyl-phosphine)palladium (70 mg, 0.131 mmol) and sodium carbonate monohydrate (0.65 g, 2.40 mmol) in ethylene glycol dimethyl ether (16 mL) and water (8 mL) was heated at 85° C. under an atmosphere of nitrogen for 18 hours. The mixture was cooled to ambient temperature...